From a dataset of the Open Reaction Database (ORD), a public repository of structured organic reaction records. describe an organic reaction: reactants, conditions, products, and yield The reactants are C(C1=CC=C(C(=O)Cl)C=C1)(=O)Cl (terephthaloyl chloride), diacid chloride, C(C1=CC=C(C(=O)O)C=C1)(=O)O (terephthalic acid), 11.82, CC1=CC=NC=C1 (4-methylpyridine), C(=O)(Cl)Cl (phosgene), diacid chloride, CC1=NC=CC=C1 (methylpyridine). The solvent is ClCCl (dichloromethane). Product: C(C1=CC=C(C(=O)OC)C=C1)(=O)OC (dimethyl terephthalate). Isolated yield 100.0%. RXN SMILES: [C:1]([OH:12])(=[O:11])[C:2]1[CH:10]=[CH:9][C:5]([C:6]([OH:8])=O)=[CH:4][CH:3]=1.[CH3:13]C1C=CN=CC=1.[C:20](Cl)(Cl)=[O:21].CC1C=CC=CN=1.C(Cl)(=O)C1C=CC(C(Cl)=O)=CC=1>ClCCl>[C:6]([O:21][CH3:20])(=[O:8])[C:5]1[CH:4]=[CH:3][C:2]([C:1]([O:12][CH3:13])=[O:11])=[CH:10][CH:9]=1. Procedure: Following the general procedure of Example 1 for the preparation of the diacid chloride, 9.06 parts of terephthalic acid were added to a mixture of 11.82 parts of 4-methylpyridine and 14.1 parts phosgene in 200 parts dry dichloromethane at 25° to 30° C. The ratio of equivalents of methylpyridine base/COOH acid group was 1.16. After carrying out the reaction and esterifying the resulting diacid chloride by the procedure described in Example 1, a 100% yield of dimethyl terephthalate was obtained c... Reactants: NC1=CC(=C(C(=O)OCC2=CC=CC=C2)C=C1[N+](=O)[O-])OC1COCC1 (Benzyl 4-amino-5-nitro-2-(tetrahydrofuran-3-yl-oxy)-benzoate), C1CCOC1 (THF). Reagents/catalysts: [Pt] (Platinum on charcoal). The solvent is CO (methanol). Reaction conditions: time 5 hour. Product: NC1=CC(=C(C(=O)OCC2=CC=CC=C2)C=C1N)OC1COCC1 (Benzyl 4,5-diamino-2-(tetrahydrofuran-3-yl-oxy)-benzoate). RXN SMILES: [NH2:1][C:2]1[C:17]([N+:18]([O-])=O)=[CH:16][C:5]([C:6]([O:8][CH2:9][C:10]2[CH:15]=[CH:14][CH:13]=[CH:12][CH:11]=2)=[O:7])=[C:4]([O:21][CH:22]2[CH2:26][CH2:25][O:24][CH2:23]2)[CH:3]=1.C1COCC1>[Pt].CO>[NH2:1][C:2]1[C:17]([NH2:18])=[CH:16][C:5]([C:6]([O:8][CH2:9][C:10]2[CH:11]=[CH:12][CH:13]=[CH:14][CH:15]=2)=[O:7])=[C:4]([O:21][CH:22]2[CH2:26][CH2:25][O:24][CH2:23]2)[CH:3]=1. Reported procedure: Platinum on charcoal (100 mg 5%) was added to the product obtained at (659b) (160 mg, 0.45 mmol) in 10 mL methanol with 5 mL THF and the mixture was hydrogenated at 4 bar H2 pressure at ambient temperature for 5 h. The mixture was filtered, washed with methanol and the filtrate concentrated i. vac. The product was reacted without further purification. Reactants: C(CCC)C1=NC=2C(N1)=CSC2 (2-butyl-1H-thieno-[3,4-d]imidazole), [H-].[Na+] (NaH), C(C)(C)(C)OC(=O)C=1C(=CC=CC1)C1=CC=C(C=C1)CBr (tert-butyl-4'-bromomethylbiphenyl-2-carboxylate). Run in [Cl-].[Na+].O (brine), CN(C)C=O (DMF). Run at time 30 minute. Product: C(C)(C)(C)OC(=O)C=1C(=CC=CC1)C1=CC=C(C=C1)CN1C(=NC=2C1=CSC2)CCCC (4'-[(2-butyl-1H-thieno[3,4-d]imidazol-1-yl)methyl][1,1'-biphenyl]-2-carboxylic acid t-butyl ester). Isolated yield 67.9%. As a reaction SMILES: [CH2:1]([C:5]1[NH:9][C:8]2=[CH:10][S:11][CH:12]=[C:7]2[N:6]=1)[CH2:2][CH2:3][CH3:4].[H-].[Na+].[C:15]([O:19][C:20]([C:22]1[C:23]([C:28]2[CH:33]=[CH:32][C:31]([CH2:34]Br)=[CH:30][CH:29]=2)=[CH:24][CH:25]=[CH:26][CH:27]=1)=[O:21])([CH3:18])([CH3:17])[CH3:16]>CN(C=O)C.[Cl-].[Na+].O>[C:15]([O:19][C:20]([C:22]1[C:23]([C:28]2[CH:33]=[CH:32][C:31]([CH2:34][N:9]3[C:8]4=[CH:10][S:11][CH:12]=[C:7]4[N:6]=[C:5]3[CH2:1][CH2:2][CH2:3][CH3:4])=[CH:30][CH:29]=2)=[CH:24][CH:25]=[CH:26][CH:27]=1)=[O:21])([CH3:18])([CH3:17])[CH3:16] |f:1.2,5.6.7|. Procedure details: To a stirred solution of 2-butyl-1H-thieno-[3,4-d]imidazole (38 mg, 0.211 mmol) in DMF (1.6 mL) at room temperature was added NaH (316 mmol). After 30 minutes, tert-butyl-4'-bromomethylbiphenyl-2-carboxylate (80.5 mg, 0.232 mmol) was added in one portion. The reaction mixture was stirred for 2 hours and brine (5 mL) was added. Extractive workup (EtOAc) and purification by flash chromatography (SiO2, 40% EtOAc/hexane) gave 64 mg (68%) of 4'-[(2-butyl-1H-thieno[3,4-d]imidazol-1-yl)methyl][1,1'-bip... Reactants: OC1=CC=C(C=C1)CCCN1C=NC=C1 (1-[3-(4-hydroxyphenyl)propyl]imidazole), ClCC=1N=C(OC1)C=1OC(=CC1)C (4-chloromethyl-2-(5-methyl-2-furyl)oxazole). Product: N1(C=NC=C1)CCCC1=CC=C(OCC=2N=C(OC2)C=2OC(=CC2)C)C=C1 (4-[4-[3-(1-imidazolyl)propyl]phenoxymethyl]-2-(5-methyl-2-furyl)oxazole). The yield is 94.0%. RXN SMILES: [OH:1][C:2]1[CH:7]=[CH:6][C:5]([CH2:8][CH2:9][CH2:10][N:11]2[CH:15]=[CH:14][N:13]=[CH:12]2)=[CH:4][CH:3]=1.Cl[CH2:17][C:18]1[N:19]=[C:20]([C:23]2[O:24][C:25]([CH3:28])=[CH:26][CH:27]=2)[O:21][CH:22]=1>>[N:11]1([CH2:10][CH2:9][CH2:8][C:5]2[CH:6]=[CH:7][C:2]([O:1][CH2:17][C:18]3[N:19]=[C:20]([C:23]4[O:24][C:25]([CH3:28])=[CH:26][CH:27]=4)[O:21][CH:22]=3)=[CH:3][CH:4]=2)[CH:15]=[CH:14][N:13]=[CH:12]1. Reported procedure: In substantially the same manner as in Working Example 72, 1-[3-(4-hydroxyphenyl)propyl]imidazole was allowed to react with 4-chloromethyl-2-(5-methyl-2-furyl)oxazole to give 4-[4-[3-(1-imidazolyl)propyl]phenoxymethyl]-2-(5-methyl-2-furyl)oxazole. The yield was 94%. Recrystallization from ethyl acetate-isopropyl ether gave colorless prisms, mp 109-110° C. The reactants are C(=O)[C@H]1CN(C[C@@H]1C1=CC(=CC=C1)F)C(C(=O)OCC1=CC=CC=C1)C1CCCCC1 ((3-(R)-formyl-4-(S)-(3-fluorophenyl)pyrrolidin-1-yl)-2-(cyclohexyl)acetic acid, benzyl ester), N1=C2C(=NO1)C(=CC=C2)CCCC2CCNCC2 (4-(3-(Benzofurazan-4-yl)propyl)piperidine). The product is N1=C2C(=NO1)C(=CC=C2)CCCC2CCN(CC2)C[C@H]2CN(C[C@@H]2C2=CC(=CC=C2)F)[C@@H](C(=O)O)C2CCCCC2 (2-(R)-(3-(S)-((4-(3-(Benzofurazan-4-yl)propyl)piperidin-1-yl)methyl)-4-(S)-(3-fluorophenyl)pyrrolidin-1-yl)-2-(cyclohexyl)acetic acid). Reaction SMILES: [CH:1]([C@@H:3]1[C@@H:7]([C:8]2[CH:13]=[CH:12][CH:11]=[C:10]([F:14])[CH:9]=2)[CH2:6][N:5]([CH:15]([CH:26]2[CH2:31][CH2:30][CH2:29][CH2:28][CH2:27]2)[C:16]([O:18]CC2C=CC=CC=2)=[O:17])[CH2:4]1)=O.[N:32]1[O:36][N:35]=[C:34]2[C:37]([CH2:41][CH2:42][CH2:43][CH:44]3[CH2:49][CH2:48][NH:47][CH2:46][CH2:45]3)=[CH:38][CH:39]=[CH:40][C:33]=12>>[N:32]1[O:36][N:35]=[C:34]2[C:37]([CH2:41][CH2:42][CH2:43][CH:44]3[CH2:49][CH2:48][N:47]([CH2:1][C@@H:3]4[C@@H:7]([C:8]5[CH:13]=[CH:12][CH:11]=[C:10]([F:14])[CH:9]=5)[CH2:6][N:5]([C@H:15]([CH:26]5[CH2:31][CH2:30][CH2:29][CH2:28][CH2:27]5)[C:16]([OH:18])=[O:17])[CH2:4]4)[CH2:46][CH2:45]3)=[CH:38][CH:39]=[CH:40][C:33]=12. Procedure details: The title compound was prepared from 30 mg (0.071 mmol) 2-(R)-((3-(R)-formyl-4-(S)-(3-fluorophenyl)pyrrolidin-1-yl)-2-(cyclohexyl)acetic acid, benzyl ester (from EXAMPLE 102, Step A) and 4-(3-(benzofurazan-4-yl)propyl)piperidine. HCl (from EXAMPLE 117, Step B) using procedures analogous to those described in EXAMPLE 1, Steps J and K. For the title compound: HPLC (Zorbax SB-C8 4.6 mm×7.5 cm column, gradient elution using 10:90 v/v CH3CN/H2O+0.1% TFA to 100% CH3CN over 7.5 min, hold for 45 sec, 2.... The reactants are ice water, [H-].[Na+] (NaH), BrC1C(C2=C(OC1(C)C)C=CC(=C2)S(=O)(=O)C2=CC=C(C=C2)C)O (3-bromo-3,4-dihydro-2,2-dimethyl-6-(4'-methyl-phenylsulfonyl)-2H-benzo[b]pyran -4-ol), CS(=O)C (dimethyl sulfoxide), [H-].[Na+] (NaH), N1C(CCC1)=O (2-pyrrolidone). Conditions: time 1 hour. Yields the product CC1([C@H]([C@@H](C2=C(O1)C=CC(=C2)S(=O)(=O)C2=CC=C(C=C2)C)N2C(CCC2)=O)O)C (3,4-Dihydro-2,2-dimethyl-6-(4-methylphenylsulfonyl)-trans-4-(2-oxo-1-pyrrolidinyl)-2H -benzo[b]pyran-3-ol). RXN SMILES: [H-].[Na+].Br[CH:4]1[C:9]([CH3:11])([CH3:10])[O:8][C:7]2[CH:12]=[CH:13][C:14]([S:16]([C:19]3[CH:24]=[CH:23][C:22]([CH3:25])=[CH:21][CH:20]=3)(=[O:18])=[O:17])=[CH:15][C:6]=2[CH:5]1O.[NH:27]1[CH2:31][CH2:30][CH2:29][C:28]1=[O:32].CS(C)=[O:35]>>[CH3:10][C:9]1([CH3:11])[O:8][C:7]2[CH:12]=[CH:13][C:14]([S:16]([C:19]3[CH:24]=[CH:23][C:22]([CH3:25])=[CH:21][CH:20]=3)(=[O:18])=[O:17])=[CH:15][C:6]=2[C@@H:5]([N:27]2[CH2:31][CH2:30][CH2:29][C:28]2=[O:32])[C@@H:4]1[OH:35] |f:0.1|. Reported procedure: 0.75 g (0.025 mol) of 80 % NaH is introduced into 8.2 g (0.02 mol) of 3-bromo-3,4-dihydro-2,2-dimethyl-6-(4'-methyl-phenylsulfonyl)-2H-benzo[b]pyran -4-ol in 30 ml of dimethyl of dimethyl sulfoxide. After stirring for one hour at 20°, a further 0.75 g (0.025 mol) of 80 % NaH and 1.9 ml (0.025 mol) of 2-pyrrolidone are added and the mixture is stirred for 45 minutes at 40° and for 6 hours at 20°. After the mixture has been introduced into ice water, the precipitate is filtered off with suction, d... Starting materials: [Si](C)(C)(C(C)(C)C)O[C@H](C)[C@H]1C(N([C@@H]1SC(=S)S[C@@H](CNC(=O)OCC1=CC=C(C=C1)[N+](=O)[O-])C)C(C(=O)OCC1=CC=C(C=C1)[N+](=O)[O-])O)=O ((3S, 4R)-3-[(R)-1-t-butyldimethylsilyloxyethyl]-1-[1-hydroxy-1-(p-nitrobenzyloxycarbonyl)methyl]-4-[(R)-1-methyl-2-(p-nitrobenzyloxycarbonylamino)ethylthio(thiocarbonyl)]thioazetidin-2-one), N1=C(C=CC=C1C)C (2,6-lutidine), S(=O)(Cl)Cl (thionyl chloride), N1=C(C=CC=C1C)C (2,6-Lutidine), C1(=CC=CC=C1)P(C1=CC=CC=C1)C1=CC=CC=C1 (triphenylphosphine). Solvent: O1CCCC1 (tetrahydrofuran), C(C)(=O)OCC (ethyl acetate). Conditions: time 15 minute. Yields the product [Si](C)(C)(C(C)(C)C)O[C@H](C)[C@H]1C(N([C@@H]1SC(=S)S[C@@H](CNC(=O)OCC1=CC=C(C=C1)[N+](=O)[O-])C)C(C(=O)OCC1=CC=C(C=C1)[N+](=O)[O-])=P(C1=CC=CC=C1)(C1=CC=CC=C1)C1=CC=CC=C1)=O ((3S, 4R)-3-[(R)-1-t-Butyldimethylsilyloxyethyl]-4-[(R)-1-methyl-2-(p-nitrobenzyloxycarbonylamino)ethylthio(thiocarbonyl)]thio-1-[1-(p-nitrobenzyloxycarbonyl)triphenylphosphoranylidenemethyl]azetidin-2-one). Isolated yield 65.9%. RXN SMILES: [Si:1]([O:8][C@@H:9]([C@@H:11]1[C@@H:14]([S:15][C:16]([S:18][C@H:19]([CH3:35])[CH2:20][NH:21][C:22]([O:24][CH2:25][C:26]2[CH:31]=[CH:30][C:29]([N+:32]([O-:34])=[O:33])=[CH:28][CH:27]=2)=[O:23])=[S:17])[N:13]([CH:36](O)[C:37]([O:39][CH2:40][C:41]2[CH:46]=[CH:45][C:44]([N+:47]([O-:49])=[O:48])=[CH:43][CH:42]=2)=[O:38])[C:12]1=[O:51])[CH3:10])([C:4]([CH3:7])([CH3:6])[CH3:5])([CH3:3])[CH3:2].N1C(C)=CC=CC=1C.S(Cl)(Cl)=O.[C:64]1([P:70]([C:77]2[CH:82]=[CH:81][CH:80]=[CH:79][CH:78]=2)[C:71]2[CH:76]=[CH:75][CH:74]=[CH:73][CH:72]=2)[CH:69]=[CH:68][CH:67]=[CH:66][CH:65]=1>O1CCCC1.C(OCC)(=O)C>[Si:1]([O:8][C@@H:9]([C@@H:11]1[C@@H:14]([S:15][C:16]([S:18][C@H:19]([CH3:35])[CH2:20][NH:21][C:22]([O:24][CH2:25][C:26]2[CH:31]=[CH:30][C:29]([N+:32]([O-:34])=[O:33])=[CH:28][CH:27]=2)=[O:23])=[S:17])[N:13]([C:36](=[P:70]([C:71]2[CH:72]=[CH:73][CH:74]=[CH:75][CH:76]=2)([C:77]2[CH:82]=[CH:81][CH:80]=[CH:79][CH:78]=2)[C:64]2[CH:65]=[CH:66][CH:67]=[CH:68][CH:69]=2)[C:37]([O:39][CH2:40][C:41]2[CH:42]=[CH:43][C:44]([N+:47]([O-:49])=[O:48])=[CH:45][CH:46]=2)=[O:38])[C:12]1=[O:51])[CH3:10])([C:4]([CH3:7])([CH3:6])[CH3:5])([CH3:2])[CH3:3]. Reported procedure: To a solution of (3S, 4R)-3-[(R)-1-t-butyldimethylsilyloxyethyl]-1-[1-hydroxy-1-(p-nitrobenzyloxycarbonyl)methyl]-4-[(R)-1-methyl-2-(p-nitrobenzyloxycarbonylamino)ethylthio(thiocarbonyl)]thioazetidin-2-one (12.6 g, 16.1 mmole) in tetrahydrofuran (150 ml) were added at -15° C., in turn, 2,6-lutidine (2.00 g, 18.7 mmole) and thionyl chloride (2.11 g, 17.7 mmole), and the mixture was stirred at the same temperature for 15 minutes. 2,6-Lutidine (3.45 g, 32.2 mmole) and triphenylphosphine (12.6 g, 48... The reactants are CCOc1cc2c(cc1C(F)(F)F)NC(=O)CC(c1cccc(-c3cccc(S(=O)(=O)NC(C)(C)C)c3)c1)=N2, O=C(O)C(F)(F)F. Yields the product CCOc1cc2c(cc1C(F)(F)F)NC(=O)CC(c1cccc(-c3cccc(S(N)(=O)=O)c3)c1)=N2. RXN SMILES: [C:1]([CH3:2])([CH3:3])([CH3:4])[NH:5][S:6](=[O:7])(=[O:8])[c:9]1[cH:10][c:11](-[c:15]2[cH:16][c:17]([C:21]3=[N:27][c:26]4[c:25]([cH:31][c:30]([C:32]([F:33])([F:34])[F:35])[c:29]([O:36][CH2:37][CH3:38])[cH:28]4)[NH:24][C:23](=[O:39])[CH2:22]3)[cH:18][cH:19][cH:20]2)[cH:12][cH:13][cH:14]1.[F:40][C:41]([F:42])([F:43])[C:44]([OH:45])=[O:46]>>[NH2:5][S:6](=[O:7])(=[O:8])[c:9]1[cH:10][c:11](-[c:15]2[cH:16][c:17]([C:21]3=[N:27][c:26]4[c:25]([cH:31][c:30]([C:32]([F:33])([F:34])[F:35])[c:29]([O:36][CH2:37][CH3:38])[cH:28]4)[NH:24][C:23](=[O:39])[CH2:22]3)[cH:18][cH:19][cH:20]2)[cH:12][cH:13][cH:14]1. The product is CCn1cc(C(OC)C2CCN(C3CCC3)CC2)nc1-c1cccc2ccccc12. Reactants: CI, CCOC(C)=O, CCn1cc(C(O)C2CCN(C3CCC3)CC2)nc1-c1cccc2ccccc12, [H-], [Na+], CN(C)C=O. As a reaction SMILES: [CH3:32][I:33].[CH3:39][CH2:40][O:41][C:42]([CH3:43])=[O:44].[CH:1]1([N:5]2[CH2:6][CH2:7][CH:8]([CH:11]([OH:12])[c:13]3[n:14][c:15](-[c:20]4[cH:21][cH:22][cH:23][c:24]5[cH:25][cH:26][cH:27][cH:28][c:29]45)[n:16]([CH2:18][CH3:19])[cH:17]3)[CH2:9][CH2:10]2)[CH2:2][CH2:3][CH2:4]1.[H-:31].[Na+:30].[O:34]=[CH:35][N:36]([CH3:37])[CH3:38]>>[CH:1]1([N:5]2[CH2:6][CH2:7][CH:8]([CH:11]([O:12][CH3:32])[c:13]3[n:14][c:15](-[c:20]4[cH:21][cH:22][cH:23][c:24]5[cH:25][cH:26][cH:27][cH:28][c:29]45)[n:16]([CH2:18][CH3:19])[cH:17]3)[CH2:9][CH2:10]2)[CH2:2][CH2:3][CH2:4]1.